Dataset: the Open Reaction Database (ORD), a public repository of structured organic reaction records. Task: describe an organic reaction: reactants, conditions, products, and yield Starting materials: FC(CO)CCCCCC (2-fluorooctanol), C1(=CC=C(C=C1)S(=O)(=O)Cl)C (p-toluenesulfonyl chloride), Cl (hydrochloric acid), ice water. Solvent: N1=CC=CC=C1 (pyridine), N1=CC=CC=C1 (pyridine). Reaction conditions: time 7 hour. Yields the product FC(COS(=O)(=O)C1=CC=C(C=C1)C)CCCCCC (2-fluorooctyl-p-toluenesulfonate). Isolated yield 92.9%. Reaction SMILES: [F:1][CH:2]([CH2:5][CH2:6][CH2:7][CH2:8][CH2:9][CH3:10])[CH2:3][OH:4].[C:11]1([CH3:21])[CH:16]=[CH:15][C:14]([S:17](Cl)(=[O:19])=[O:18])=[CH:13][CH:12]=1.Cl>N1C=CC=CC=1>[F:1][CH:2]([CH2:5][CH2:6][CH2:7][CH2:8][CH2:9][CH3:10])[CH2:3][O:4][S:17]([C:14]1[CH:15]=[CH:16][C:11]([CH3:21])=[CH:12][CH:13]=1)(=[O:19])=[O:18]. Procedure details: To a solution of 6.7 g of 2-fluorooctanol in 25 ml of pyridine, a solution of 10.4 g of p-toluenesulfonyl chloride in 40 ml of pyridine was added dropwise in 20 minutes below 0° C. on an ice water bath, followed by stirring for 7 hours at room temperature. After the reaction, the reaction mixture was poured into 200 ml of ice water and acidified with 6N-hydrochloric acid aqueous solution, followed by extraction with methylene chloride. The organic layer was washed with water and dried with anhyd...